From a dataset of the Open Reaction Database (ORD), a public repository of structured organic reaction records. describe an organic reaction: reactants, conditions, products, and yield Starting materials: CN1CCOCC1 (4-methylmorpholine), BrCC(=O)OCC (ethyl bromoacetate). Solvent: ClCCl (dichloromethane). Conditions: temperature 0 celsius. Product: [Br-].C(C)OC(C[N+]1(CCOCC1)C)=O (4-(2-Ethoxy-2-oxoethyl)-4-methylmorpholin-4-ium bromide). The yield is 100.8%. Reaction SMILES: [CH3:1][N:2]1[CH2:7][CH2:6][O:5][CH2:4][CH2:3]1.[Br:8][CH2:9][C:10]([O:12][CH2:13][CH3:14])=[O:11]>ClCCl>[Br-:8].[CH2:13]([O:12][C:10](=[O:11])[CH2:9][N+:2]1([CH3:1])[CH2:7][CH2:6][O:5][CH2:4][CH2:3]1)[CH3:14] |f:3.4|. Procedure: 3.0 g (29.6 mmol) of 4-methylmorpholine was dissolved in 50 mL dichloromethane and cooled to 0° C. in an ice bath. To this solution 5.0 g of ethyl bromoacetate (29.6 mmol) was added dropwise with continuous stirring and the mixture was then allowed to warm to room temperature. The clear solution started to form white precipitate after 5 minutes of stirring at room temperature. The resulting mixture was stirred for another 3 h. The precipitate was isolated by vacuum filtration using a 30 mL glass...